From a dataset of the Open Reaction Database (ORD), a public repository of structured organic reaction records. describe an organic reaction: reactants, conditions, products, and yield The reactants are FC(S(=O)(=O)OC1=C2C=CC=NC2=CC=C1)(F)F (5-trifluoromethanesulphonyloxyquinoline), C(=C)OCCCC (butyl vinyl ether), C([O-])([O-])=O.[K+].[K+] (potassium carbonate), C1(=CC=CC=C1)P(CCCP(C1=CC=CC=C1)C1=CC=CC=C1)C1=CC=CC=C1 (1,3-bis(diphenylphosphino)propane), Cl (HCl). The reagents and catalysts are C(C)(=O)[O-].[Pd+2].C(C)(=O)[O-] (palladium acetate). Solvent: CN(C)C=O (DMF), O (water). Conditions: time 30 minute. Product: C(C)(=O)C1=C2C=CC=NC2=CC=C1 (5-Acetylquinoline). RXN SMILES: FC(F)(F)S(O[C:7]1[CH:16]=[CH:15][CH:14]=[C:13]2[C:8]=1[CH:9]=[CH:10][CH:11]=[N:12]2)(=O)=O.[CH:19]([O:21]CCCC)=[CH2:20].C(=O)([O-])[O-].[K+].[K+].C1(P(C2C=CC=CC=2)CCCP(C2C=CC=CC=2)C2C=CC=CC=2)C=CC=CC=1.Cl>CN(C=O)C.O.C([O-])(=O)C.[Pd+2].C([O-])(=O)C>[C:19]([C:7]1[CH:16]=[CH:15][CH:14]=[C:13]2[C:8]=1[CH:9]=[CH:10][CH:11]=[N:12]2)(=[O:21])[CH3:20] |f:2.3.4,9.10.11|. Procedure details: A degassed solution of 5-trifluoromethanesulphonyloxyquinoline (0.41 g, 1.47 mmol), butyl vinyl ether (0.38 mL, 2.94 mmol), palladium acetate (10 mg, 0.043 mmol), potassium carbonate (0.24 g, 1.76 mmol), 1,3-bis(diphenylphosphino)propane (40 mg, 0.097 mmol) in DMF (3.67 mL) and water (0.88 mL) was heated in a sealed tube at 100° C. for 16 hours. The reaction mixture was then cooled and treated with 1M HCl and the mixture stirred for 30 minutes, then basified and extracted with dichloromethane. T...